Dataset: the Open Reaction Database (ORD), a public repository of structured organic reaction records. Task: describe an organic reaction: reactants, conditions, products, and yield Yields the product ClC=1C=CC2=C(C=C(O2)/C(=C/C(=O)OCC)/C2=CC=CC=C2)C1 ((E)-ethyl 3-(5-chloro-2-benzofuranyl)-3-phenylacrylate). Procedure details: By a procedure similar to that of example 1.85.3, starting from 2-benzoyl-5-chlorobenzofuran, a mixture of (Z)-ethyl 3-(5-chloro-2-benzofuranyl)-3-phenylacrylate and (E)-ethyl 3-(5-chloro-2-benzofuranyl)-3-phenylacrylate was obtained as yellowish oil. Reaction SMILES: C(C1OC2C=CC(Cl)=CC=2C=1)(=O)C1C=CC=CC=1.[Cl:19][C:20]1[CH:21]=[CH:22][C:23]2[O:27][C:26](/[C:28](/[C:35]3[CH:40]=[CH:39][CH:38]=[CH:37][CH:36]=3)=[CH:29]\[C:30]([O:32][CH2:33][CH3:34])=[O:31])=[CH:25][C:24]=2[CH:41]=1>>[Cl:19][C:20]1[CH:21]=[CH:22][C:23]2[O:27][C:26](/[C:28](/[C:35]3[CH:40]=[CH:39][CH:38]=[CH:37][CH:36]=3)=[CH:29]/[C:30]([O:32][CH2:33][CH3:34])=[O:31])=[CH:25][C:24]=2[CH:41]=1. The reactants are C(C1=CC=CC=C1)(=O)C=1OC2=C(C1)C=C(C=C2)Cl (2-benzoyl-5-chlorobenzofuran), ClC=1C=CC2=C(C=C(O2)\C(=C/C(=O)OCC)\C2=CC=CC=C2)C1 ((Z)-ethyl 3-(5-chloro-2-benzofuranyl)-3-phenylacrylate). Yields the product CC=1C=C2C=NNC(C2=CC1)=O (6-methylphthalazin-1(2H)-one). The reactants are C(C)(C)(C)N1C(C2=CC=C(C=C2C1O)C)=O (2-tert-butyl-3-hydroxy-5-methylisoindolin-1-one), O.NN (hydrazine hydrate). The solvent is CC(=O)O (AcOH), O (water). Reaction SMILES: C([N:5]1[CH:13](O)[C:12]2[C:7](=[CH:8][CH:9]=[C:10]([CH3:15])[CH:11]=2)[C:6]1=[O:16])(C)(C)C.O.[NH2:18]N>CC(O)=O.O>[CH3:15][C:10]1[CH:11]=[C:12]2[C:7](=[CH:8][CH:9]=1)[C:6](=[O:16])[NH:18][N:5]=[CH:13]2 |f:1.2|. Procedure details: To a solution of 2-tert-butyl-3-hydroxy-5-methylisoindolin-1-one (10.54 g, 48.1 mmol) in AcOH (250 ml) charged to a 500 mL round bottom and stirred at 80° C., hydrazine hydrate (3.51 ml, 72.1 mmol) was added. The reaction mixture was stirred at 80° C. for 90 min. The reaction mixture was then cooled and diluted with water and extracted with 4 L DCM. The organics were washed with brine, dried over magnesium sulfate and concentrated under vacuum to give 6-methylphthalazin-1(2H)-one. MS (M+H)+ 161. Run at temperature 80 celsius. Starting materials: [C@@H]1([C@H](O)[C@H](O)[C@@H](CO)O1)N1C(=O)N=C(N)C=C1 (cytidine), [H][H] (Hydrogen). Reagents/catalysts: [Rh] (rhodium on alumina). The solvent is O (water). Yields the product NC1NC(N(CC1)[C@H]1[C@H](O)[C@H](O)[C@H](O1)CO)=O (4-amino-1-β-D-ribofuranosyl-tetrahydro-2(1H)-pyrimidinone). RXN SMILES: [C@@H:1]1([N:10]2[CH:17]=[CH:16][C:14]([NH2:15])=[N:13][C:11]2=[O:12])[O:9][C@H:6]([CH2:7][OH:8])[C@@H:4]([OH:5])[C@H:2]1[OH:3].[H][H]>[Rh].O>[NH2:15][CH:14]1[CH2:16][CH2:17][N:10]([C@@H:1]2[O:9][C@H:6]([CH2:7][OH:8])[C@@H:4]([OH:5])[C@H:2]2[OH:3])[C:11](=[O:12])[NH:13]1. Procedure details: A solution of 17.5 g. (72 millimoles) of cytidine in 540 ml. of water was hydrogenated in a Parr hydrogenator at 30 psi pressure, in the presence of 3.6 g. of 5% rhodium on alumina catalyst. Hydrogen uptake overnight (18-19 hours) was approximately 2 molar equivalents. The solution (pH 10.5) was filtered through a bed of Celite (diatomaceous earth) filter and lyophilized to yield 4-amino-1-β-D-ribofuranosyl-tetrahydro-2(1H)-pyrimidinone as a white amorphous solid. When examined by nuclear magnet...